From a dataset of the Open Reaction Database (ORD), a public repository of structured organic reaction records. describe an organic reaction: reactants, conditions, products, and yield Starting materials: CC=1N=CNC1CSCCN (2-[(4-methyl-1H-imidazol-5-yl)methylthio] ethylamine), C(#N)C=C(NC#CC)OCC (1-cyano-2-ethoxy-2-propynylaminoethylene), C(C#C)N (propargylamine), C(#N)C=C(OC)OC (1-cyano-2,2-bis(methoxy)ethylene). Yields the product C(#N)C=C(NCCSCC1=C(N=CN1)C)NCC#C (1-Cyano-2-(2-propynylamino)-2-{2-[(4-methyl-1H-imidazol-5-yl)methylthio]ethylamino}ethylene). Reaction SMILES: [CH3:1][C:2]1[N:3]=[CH:4][NH:5][C:6]=1[CH2:7][S:8][CH2:9][CH2:10][NH2:11].[C:12]([CH:14]=[C:15](OCC)[NH:16][C:17]#[C:18][CH3:19])#[N:13].C(N)C#C.C(C=C(OC)OC)#N>>[C:12]([CH:14]=[C:15]([NH:16][CH2:17][C:18]#[CH:19])[NH:11][CH2:10][CH2:9][S:8][CH2:7][C:6]1[NH:5][CH:4]=[N:3][C:2]=1[CH3:1])#[N:13]. Procedure: When 2-[(4-methyl-1H-imidazol-5-yl)methylthio] ethylamine [prepared according to the procedure described in U.S. Pat. No. 3,950,353] is reacted with 1-cyano-2-ethoxy-2-propynylaminoethylene [prepared by the reaction of propargylamine with 1-cyano-2,2-bis(methoxy)ethylene, itself prepared by the procedure described in J. Am. Chem. Soc., 71, 47 (1949)], the title product is produced. Reactants: CI (methyl iodide), solution, C(CCC)[Li] (n-butyllithium), C(C1=CC=CC=C1)C=1C=CC=C2C=CC=C(C12)OCOC (8-benzyl-1-methoxymethoxynaphthalene), CN(CCN(C)C)C (tetramethylethylenediamine), [Cl-].[NH4+] (ammonium chloride). Run in CCCCCC (hexane), CCOCC (ether). Reaction conditions: temperature 0 celsius, time 1 hour. The product is C(C1=CC=CC=C1)C=1C=CC=C2C=CC(=C(C12)O)C (8-Benzyl-2-methyl-1-naphthol). RXN SMILES: [CH2:1]([C:8]1[CH:9]=[CH:10][CH:11]=[C:12]2[C:17]=1[C:16]([O:18]COC)=[CH:15][CH:14]=[CH:13]2)[C:2]1[CH:7]=[CH:6][CH:5]=[CH:4][CH:3]=1.[CH3:22]N(C)CCN(C)C.C([Li])CCC.CI.[Cl-].[NH4+]>CCOCC.CCCCCC>[CH2:1]([C:8]1[CH:9]=[CH:10][CH:11]=[C:12]2[C:17]=1[C:16]([OH:18])=[C:15]([CH3:22])[CH:14]=[CH:13]2)[C:2]1[CH:7]=[CH:6][CH:5]=[CH:4][CH:3]=1 |f:4.5|. Reported procedure: 10 g of 8-benzyl-1-methoxymethoxynaphthalene was dissolved in 100 ml of anhydrous ether, followed by the addition of 6.5 ml of tetramethylethylenediamine. 27 ml of a 1.6 M solution of n-butyllithium in hexane was dropped into the obtained mixture under cooling with ice. The obtained mixture was stirred at 0° C. for one hour, followed by the dropwise addition of 2.7 ml of methyl iodide. The obtained mixture was stirred at room temperature for one hour and poured into a saturated aqueous solution ... Starting materials: COC(=O)C(C)Oc1ccc(CNC(=O)c2cccnc2Oc2ccc3c(c2)OCO3)c(F)c1, COC(=O)COc1ccc(CNC(=O)c2cccnc2Oc2ccc3c(c2)OCO3)c(F)c1. Product: CC(Oc1ccc(CNC(=O)c2cccnc2Oc2ccc3c(c2)OCO3)c(F)c1)C(=O)O. As a reaction SMILES: [CH3:1][O:2][C:3]([CH:4]([CH3:5])[O:6][c:7]1[cH:8][c:9]([F:33])[c:10]([CH2:13][NH:14][C:15](=[O:16])[c:17]2[c:18]([O:23][c:24]3[cH:25][c:26]4[c:27]([cH:31][cH:32]3)[O:28][CH2:29][O:30]4)[n:19][cH:20][cH:21][cH:22]2)[cH:11][cH:12]1)=[O:34].[CH3:35][O:36][C:37](=[O:38])[CH2:39][O:40][c:41]1[cH:42][cH:43][c:44]([CH2:45][NH:46][C:47]([c:48]2[c:49]([O:50][c:51]3[cH:52][cH:53][c:54]4[c:58]([cH:59]3)[O:57][CH2:56][O:55]4)[n:60][cH:61][cH:62][cH:63]2)=[O:64])[c:65]([F:66])[cH:67]1>>[O:2]=[C:3]([CH:4]([CH3:5])[O:6][c:7]1[cH:8][c:9]([F:33])[c:10]([CH2:13][NH:14][C:15](=[O:16])[c:17]2[c:18]([O:23][c:24]3[cH:25][c:26]4[c:27]([cH:31][cH:32]3)[O:28][CH2:29][O:30]4)[n:19][cH:20][cH:21][cH:22]2)[cH:11][cH:12]1)[OH:34]. Starting materials: CCC(CC)(CO)CO, [K+], COc1cc(O)c2c(c1N)C(=O)c1ccccc1C2=O, [OH-]. Yields the product CCC(CC)(CO)COc1cc(O)c2c(c1N)C(=O)c1ccccc1C2=O. RXN SMILES: [CH2:21]([CH3:22])[C:23]([CH2:24][OH:25])([CH2:26][OH:27])[CH2:28][CH3:29].[K+:31].[NH2:1][c:2]1[c:3]([O:19][CH3:20])[cH:4][c:5]([OH:18])[c:6]2[c:15]1[C:14](=[O:16])[c:13]1[c:8]([cH:9][cH:10][cH:11][cH:12]1)[C:7]2=[O:17].[OH-:30]>>[NH2:1][c:2]1[c:3]([O:19][CH2:20][C:23]([CH2:21][CH3:22])([CH2:24][OH:25])[CH2:28][CH3:29])[cH:4][c:5]([OH:18])[c:6]2[c:15]1[C:14](=[O:16])[c:13]1[c:8]([cH:9][cH:10][cH:11][cH:12]1)[C:7]2=[O:17]. Starting materials: 12, intermediate 40, CC(C(C1=CC=C(C=C1)[N+](=O)[O-])N1C=NC=C1)C (1-[2-methyl-1-(4-nitrophenyl)-propyl]-1H-imidazole). Reagents/catalysts: [Ni] (Raney nickel). Solvent: CO (methanol). Conditions: time 1 hour. Product: 12, N1(C=NC=C1)C(C(C)C)C1=CC=C(C=C1)N (4-[1-(1H-imidazol-1-yl)-2-methylpropyl]benzenamine). Yield: 100.0%. As a reaction SMILES: [CH3:1][CH:2]([CH3:18])[CH:3]([N:13]1[CH:17]=[CH:16][N:15]=[CH:14]1)[C:4]1[CH:9]=[CH:8][C:7]([N+:10]([O-])=O)=[CH:6][CH:5]=1>[Ni].CO>[N:13]1([CH:3]([C:4]2[CH:5]=[CH:6][C:7]([NH2:10])=[CH:8][CH:9]=2)[CH:2]([CH3:18])[CH3:1])[CH:17]=[CH:16][N:15]=[CH:14]1. Reported procedure: A mixture of 12 parts of intermediate 40, namely 1-[2-methyl-1-(4-nitrophenyl)-propyl]-1H-imidazole, and 79 parts of methanol was hydrogenated for 1 hour at room temperature and 2.105Pa with 3 parts of Raney nickel. The catalyst was filtered off and the filtrate was evaporated, yielding 12 parts (100%) of 4-[1-(1H-imidazol-1-yl)-2-methylpropyl]benzenamine (interm. 41).